This data is from the Open Reaction Database (ORD), a public repository of structured organic reaction records. The task is: describe an organic reaction: reactants, conditions, products, and yield Starting materials: C1(CCCCC1)=O (cyclohexanone), BrC1=C(C=CC(=C1)Cl)O (2-bromo-4-chloro-phenol), O1CCCC1 (tetrahydrofuran), solution, C(CCC)[Li] (butyllithium). The solvent is O (water), CCCCCC (hexane). Run at temperature -30 celsius. Yields the product ClC1=CC(=C(C=C1)O)C1(CCCCC1)O (4-chloro-2-(1-hydroxycyclohexyl)-phenol). As a reaction SMILES: Br[C:2]1[CH:7]=[C:6]([Cl:8])[CH:5]=[CH:4][C:3]=1[OH:9].O1CCCC1.C([Li])CCC.[C:20]1(=[O:26])[CH2:25][CH2:24][CH2:23][CH2:22][CH2:21]1>CCCCCC.O>[Cl:8][C:6]1[CH:5]=[CH:4][C:3]([OH:9])=[C:2]([C:20]2([OH:26])[CH2:25][CH2:24][CH2:23][CH2:22][CH2:21]2)[CH:7]=1. Procedure: A mixture of 20.75 g of 2-bromo-4-chloro-phenol, 200 ml of anhydrous tetrahydrofuran cooled to -30° C. was stirred and then 172 ml of a solution of butyllithium in hexane titrating 1.16 M/l were added thereto with stirring over 45 minutes at -30° C. The mixture was stirred for 41/2 hours at -30° C. and was then cooled to -78° C. at which 10.35 ml of cyclohexanone were added over one hour. The mixture was stirred at -75° to -78° C. for 17 hours and the temperature was then allowed to return to ro... The reactants are C(C=C)(=O)OCC (ethyl acrylate), C(C=C)(=O)OCCOC(C=C)=O (ethylene diacrylate), C=C (ethylene), C1(\C=C/C(=O)O1)=O (maleic anhydride), C(C=C)(=O)OCC=C (allyl acrylate), C=C (ethylene), C(C=C)(=O)OCCOC(C=C)=O (ethylene diacrylate). Product: C=C.C(C=C)(=O)OCC.C(C=C)(=O)OCCOC(C=C)=O.C1(\C=C/C(=O)O1)=O (Ethylene/Ethyl Acrylate Ethylene Diacrylate Maleic Anhydride). As a reaction SMILES: [C:1]([O:5][CH2:6][CH2:7][O:8][C:9](=[O:12])[CH:10]=[CH2:11])(=[O:4])[CH:2]=[CH2:3].[C:13]([O:17][CH2:18][CH:19]=C)(=[O:16])[CH:14]=[CH2:15].C=C.C(OCC)(=O)C=C.[C:30]1(=[O:36])[O:35][C:33](=[O:34])[CH:32]=[CH:31]1>>[CH2:1]=[CH2:2].[C:13]([O:17][CH2:18][CH3:19])(=[O:16])[CH:14]=[CH2:15].[C:1]([O:5][CH2:6][CH2:7][O:8][C:9](=[O:12])[CH:10]=[CH2:11])(=[O:4])[CH:2]=[CH2:3].[C:33]1(=[O:34])[O:35][C:30](=[O:36])[CH:31]=[CH:32]1 |f:5.6.7.8|. Procedure details: The procedure of D(1) above, was repeated except that 1.2 grams of ethylene diacrylate were used in place of the allyl acrylate. Yield: 479 grams. The branched tetrapolymer obtained had about 50 mole percent of ethylene units. The polymer chain consisted principally of units -(E)-(B')-, where E is ethylene and B' is randomly selected from ethyl acrylate, ethylene diacrylate, and maleic anhydride (3.8 weight percent). Reactants: CCO, O=C(OCc1ccccc1)N1CCC(c2ccn[nH]c2=O)CC1. Product: O=c1[nH]nccc1C1CCNCC1. RXN SMILES: [CH3:24][CH2:25][OH:26].[O:1]=[c:2]1[nH:3][n:4][cH:5][cH:6][c:7]1[CH:8]1[CH2:9][CH2:10][N:11]([C:14]([O:15][CH2:16][c:17]2[cH:18][cH:19][cH:20][cH:21][cH:22]2)=[O:23])[CH2:12][CH2:13]1>>[O:1]=[c:2]1[nH:3][n:4][cH:5][cH:6][c:7]1[CH:8]1[CH2:9][CH2:10][NH:11][CH2:12][CH2:13]1. Starting materials: CC=1NC2=CC=C(C=C2C1)N (2-methyl-1H-indol-5-ylamine), ClC1=C2C(=NC=C1)C=C(S2)C(=O)N (7-chloro-thieno[3,2-b]pyridine-2-carboxylic acid amide). The product is CC=1NC2=CC=C(C=C2C1)NC1=C2C(=NC=C1)C=C(S2)C(=O)N (7-(2-Methyl-1H-indol-5-ylamino)-thieno[3,2-b]pyridine-2-carboxylic acid amide). As a reaction SMILES: [CH3:1][C:2]1[NH:3][C:4]2[C:9]([CH:10]=1)=[CH:8][C:7]([NH2:11])=[CH:6][CH:5]=2.Cl[C:13]1[CH:18]=[CH:17][N:16]=[C:15]2[CH:19]=[C:20]([C:22]([NH2:24])=[O:23])[S:21][C:14]=12>>[CH3:1][C:2]1[NH:3][C:4]2[C:9]([CH:10]=1)=[CH:8][C:7]([NH:11][C:13]1[CH:18]=[CH:17][N:16]=[C:15]3[CH:19]=[C:20]([C:22]([NH2:24])=[O:23])[S:21][C:14]=13)=[CH:6][CH:5]=2. Procedure: The title compound was prepared from 2-methyl-1H-indol-5-ylamine and 7-chloro-thieno[3,2-b]pyridine-2-carboxylic acid amide by a procedure analogous to Example 1C. MS: 323 (MH+); HPLC Rf: 3.65 min; HPLC purity: 98%. Reactants: CCN=C=NCCCN(C)C, ClCCl, Cl, NCc1ccc(F)cc1, O=C(O)CN1CCC(c2ccccc2)(c2ccccc2)C1=O. Product: O=C(CN1CCC(c2ccccc2)(c2ccccc2)C1=O)NCc1ccc(F)cc1. As a reaction SMILES: [CH2:2]([N:3]=[C:4]=[N:5][CH2:6][CH2:7][CH2:8][N:9]([CH3:10])[CH3:11])[CH3:12].[Cl:44][CH2:45][Cl:46].[ClH:1].[F:35][c:36]1[cH:37][cH:38][c:39]([CH2:42][NH2:43])[cH:40][cH:41]1.[O:13]=[C:14]1[N:15]([CH2:31][C:32](=[O:33])[OH:34])[CH2:16][CH2:17][C:18]1([c:19]1[cH:20][cH:21][cH:22][cH:23][cH:24]1)[c:25]1[cH:26][cH:27][cH:28][cH:29][cH:30]1>>[O:13]=[C:14]1[N:15]([CH2:31][C:32](=[O:33])[NH:43][CH2:42][c:39]2[cH:38][cH:37][c:36]([F:35])[cH:41][cH:40]2)[CH2:16][CH2:17][C:18]1([c:19]1[cH:20][cH:21][cH:22][cH:23][cH:24]1)[c:25]1[cH:26][cH:27][cH:28][cH:29][cH:30]1. Product: CSc1ccc([N+](=O)[O-])c(N)c1. As a reaction SMILES: [CH3:12][S-:13].[CH3:20][CH2:21][O:22][C:23]([CH3:24])=[O:25].[Cl:1][c:2]1[cH:3][cH:4][c:5]([N+:9](=[O:10])[O-:11])[c:6]([NH2:7])[cH:8]1.[Na+:14].[O:15]=[CH:16][N:17]([CH3:18])[CH3:19]>>[c:2]1([S:13][CH3:12])[cH:3][cH:4][c:5]([N+:9](=[O:10])[O-:11])[c:6]([NH2:7])[cH:8]1. Starting materials: C[S-], CCOC(C)=O, Nc1cc(Cl)ccc1[N+](=O)[O-], [Na+], CN(C)C=O. Reactants: NC=1C=C(C=CC1)C1=NN(C2=NC=NC(=C21)N)C(C)C (3-(3-aminophenyl)-1-isopropyl-1H-pyrazolo[3,4-d]pyrimidin-4-amine), CCN(C(C)C)C(C)C (DIPEA), ClCC(=O)Cl (Chloroacetylchloride). The solvent is C1CCOC1 (THF). Reaction conditions: time 1 hour. The product is NC1=C2C(=NC=N1)N(N=C2C=2C=C(C=CC2)NC(CCl)=O)C(C)C (N-(3-(4-amino-1-isopropyl-1H-pyrazolo[3,4-d]pyrimidin-3-yl)phenyl)-2-chloroacetamide). Isolated yield 13.0%. Reaction SMILES: [NH2:1][C:2]1[CH:3]=[C:4]([C:8]2[C:16]3[C:11](=[N:12][CH:13]=[N:14][C:15]=3[NH2:17])[N:10]([CH:18]([CH3:20])[CH3:19])[N:9]=2)[CH:5]=[CH:6][CH:7]=1.CCN(C(C)C)C(C)C.[Cl:30][CH2:31][C:32](Cl)=[O:33]>C1COCC1>[NH2:17][C:15]1[N:14]=[CH:13][N:12]=[C:11]2[N:10]([CH:18]([CH3:20])[CH3:19])[N:9]=[C:8]([C:4]3[CH:3]=[C:2]([NH:1][C:32](=[O:33])[CH2:31][Cl:30])[CH:7]=[CH:6][CH:5]=3)[C:16]=12. Procedure details: A solution of THF (20 mL), compound 22 (200 mg, 0.75 mmol) and DIPEA (143 μL, 0.821 mmol) was cooled to 0° C. Chloroacetylchloride (54 μL, 0.67 mmol) was added and the reaction was allowed to proceed for 1 hour and afterwards concentrated in vacuo. The residue was dissolved in dichloromethane (20 mL) and washed with saturated sodium bicarbonate (20 mL). The aqueous layer was extracted with dichloromethane (2×20 mL). The combined organic layers were dried with MgSO4, filtered and concentrated in ...